Dataset: the Open Reaction Database (ORD), a public repository of structured organic reaction records. Task: describe an organic reaction: reactants, conditions, products, and yield Starting materials: CON(C)C(=O)c1ccc(-c2ccc(CBr)cc2)cc1, CNC, CCO. Product: CON(C)C(=O)c1ccc(-c2ccc(CN(C)C)cc2)cc1. As a reaction SMILES: [Br:1][CH2:2][c:3]1[cH:4][cH:5][c:6](-[c:9]2[cH:10][cH:11][c:12]([C:15](=[O:16])[N:17]([CH3:18])[O:19][CH3:20])[cH:13][cH:14]2)[cH:7][cH:8]1.[CH3:21][NH:22][CH3:23].[CH3:24][CH2:25][OH:26]>>[CH2:2]([c:3]1[cH:4][cH:5][c:6](-[c:9]2[cH:10][cH:11][c:12]([C:15](=[O:16])[N:17]([CH3:18])[O:19][CH3:20])[cH:13][cH:14]2)[cH:7][cH:8]1)[N:22]([CH3:21])[CH3:23].